The task is: describe an organic reaction: reactants, conditions, products, and yield. This data is from the Open Reaction Database (ORD), a public repository of structured organic reaction records. The reactants are FC1=C(C=C(C=C1)C1=CC2(SCCCS2)CC(C1C(=O)OC)(C)C)C (Methyl 8-(4-fluoro-3-methylphenyl)-10,10-dimethyl-1,5-dithiaspiro{5.5}undec-7-en-9-carboxylate), [H-].[H-].[H-].[H-].[Li+].[Al+3] (LAH). Run in C1CCOC1 (THF). Conditions: time 1.5 hour. Yields the product FC1=C(C=C(C=C1)C1=CC2(SCCCS2)CC(C1CO)(C)C)C (8-(4-Fluoro-3-methylphenyl)-9-hydroxymethyl-10, 10-dimethyl-1,5-dithiaspiro{5.5}undec-7-ene). As a reaction SMILES: [F:1][C:2]1[CH:7]=[CH:6][C:5]([C:8]2[CH:18]([C:19](OC)=[O:20])[C:17]([CH3:24])([CH3:23])[CH2:16][C:10]3([S:15][CH2:14][CH2:13][CH2:12][S:11]3)[CH:9]=2)=[CH:4][C:3]=1[CH3:25].[H-].[H-].[H-].[H-].[Li+].[Al+3]>C1COCC1>[F:1][C:2]1[CH:7]=[CH:6][C:5]([C:8]2[CH:18]([CH2:19][OH:20])[C:17]([CH3:23])([CH3:24])[CH2:16][C:10]3([S:11][CH2:12][CH2:13][CH2:14][S:15]3)[CH:9]=2)=[CH:4][C:3]=1[CH3:25] |f:1.2.3.4.5.6|. Procedure: To a solution of 5 (7.77 g, 20.4 mmol) in 80 mL of anhydrous THF at 0°-5° C. was added portionwise LAH (0.97 g, 25.6 mmol). The mixture was stirred for 1.5 h, quenched with 1 mL of H2O, 1 mL of 15% NaOH and 3 mL of H2O and filtered. The volatiles were removed in vacuo and the residue recrystallized with hexanes:EtOAc. Wt. 5.55 g. mp 128°-129° C. Anal. C19H25FOS2 ; Theory C: 64.74; H: 7.15; S:18.19. Found C:. 64.57; H: 7.03; S: 17.71.